describe an organic reaction: reactants, conditions, products, and yield From a dataset of the Open Reaction Database (ORD), a public repository of structured organic reaction records. Reactants: N1=CC=CC=C1 (pyridine), CC(C(=O)Cl)(C(=O)Cl)C (dimethylmalonyl chloride), FC1=C(C=CC=C1)CNO (N-(2-fluorophenylmethyl)hydroxylamine), FC1=C(C=CC=C1)CNO (N-(2-fluorophenylmethyl)hydroxylamine). Solvent: C(Cl)Cl (methylene chloride), C(Cl)Cl (methylene chloride). Run at temperature -25 celsius, time 2 hour. Yields the product FC1=C(C=CC=C1)CN1OC(C(C1=O)(C)C)=O (2-[(2-Fluorophenyl)methyl]-4,4-dimethylisoxazolidine-3,5-dione). Yield: 91.3%. RXN SMILES: N1C=CC=CC=1.[CH3:7][C:8]([CH3:15])([C:12](Cl)=[O:13])[C:9](Cl)=[O:10].[F:16][C:17]1[CH:22]=[CH:21][CH:20]=[CH:19][C:18]=1[CH2:23][NH:24][OH:25]>C(Cl)Cl>[F:16][C:17]1[CH:22]=[CH:21][CH:20]=[CH:19][C:18]=1[CH2:23][N:24]1[C:9](=[O:10])[C:8]([CH3:15])([CH3:7])[C:12](=[O:13])[O:25]1. Reported procedure: The procedure of Example III was utilized with 10.2 ml (0.128 mole) pyridine, 10.2 grams (0.060 mole) dimethylmalonyl chloride and 120 ml methylene chloride in solution under argon at -72° C., to which 8.5 grams (0.060 mole) of N-(2-fluorophenylmethyl)hydroxylamine (Intermediate F) in 25 ml methylene chloride was added in a single portion, raising the temperature immediately to -25° C., and stirring was continued at 0° C. for two hours. Gas chromatography on a sample of the reaction mixture show... Starting materials: O=C(c1ccccc1)N1CCc2[nH]c3cccc(Br)c3c2CC1, COCCOC, C1CCOC1, CO, ClC(Cl)Cl, OB(O)c1cc(F)cc(F)c1, [Na+], [Na+], O=C([O-])[O-], O, c1ccc(P(c2ccccc2)(c2ccccc2)[Pd](P(c2ccccc2)(c2ccccc2)c2ccccc2)(P(c2ccccc2)(c2ccccc2)c2ccccc2)P(c2ccccc2)(c2ccccc2)c2ccccc2)cc1. The product is O=C(c1ccccc1)N1CCc2[nH]c3cccc(-c4cc(F)cc(F)c4)c3c2CC1. As a reaction SMILES: [C:1]([c:2]1[cH:3][cH:4][cH:5][cH:6][cH:7]1)(=[O:8])[N:9]1[CH2:10][CH2:11][c:12]2[nH:13][c:14]3[cH:15][cH:16][cH:17][c:18]([Br:23])[c:19]3[c:20]2[CH2:21][CH2:22]1.[CH2:47]([CH2:48][O:49][CH3:50])[O:51][CH3:52].[CH2:53]1[O:54][CH2:55][CH2:56][CH2:57]1.[CH3:41][OH:42].[Cl:43][CH:44]([Cl:45])[Cl:46].[F:24][c:25]1[cH:26][c:27]([B:32]([OH:33])[OH:34])[cH:28][c:29]([F:31])[cH:30]1.[Na+:35].[Na+:36].[O-:37][C:38](=[O:39])[O-:40].[OH2:58].[cH:59]1[cH:60][cH:61][c:62]([P:63]([Pd:64]([P:65]([c:66]2[cH:67][cH:68][cH:69][cH:70][cH:71]2)([c:72]2[cH:73][cH:74][cH:75][cH:76][cH:77]2)[c:78]2[cH:79][cH:80][cH:81][cH:82][cH:83]2)([P:84]([c:85]2[cH:86][cH:87][cH:88][cH:89][cH:90]2)([c:91]2[cH:92][cH:93][cH:94][cH:95][cH:96]2)[c:97]2[cH:98][cH:99][cH:100][cH:101][cH:102]2)[P:103]([c:104]2[cH:105][cH:106][cH:107][cH:108][cH:109]2)([c:110]2[cH:111][cH:112][cH:113][cH:114][cH:115]2)[c:116]2[cH:117][cH:118][cH:119][cH:120][cH:121]2)([c:122]2[cH:123][cH:124][cH:125][cH:126][cH:127]2)[c:128]2[cH:129][cH:130][cH:131][cH:132][cH:133]2)[cH:134][cH:135]1>>[C:1]([c:2]1[cH:3][cH:4][cH:5][cH:6][cH:7]1)(=[O:8])[N:9]1[CH2:10][CH2:11][c:12]2[nH:13][c:14]3[cH:15][cH:16][cH:17][c:18](-[c:27]4[cH:26][c:25]([F:24])[cH:30][c:29]([F:31])[cH:28]4)[c:19]3[c:20]2[CH2:21][CH2:22]1. Reactants: NCC(C)O ((RS)-1-amino-2-propanol), O=CCC1C(C2=CC(=CC=C2C1)OC)=O ((RS)-2-(2-oxoethyl)-6-methoxy-1-indanone), O (water). Reagents/catalysts: C1(=CC=C(C=C1)S(=O)(=O)O)C (p-toluenesulfonic acid). The solvent is C1(=CC=CC=C1)C (toluene), C1(=CC=CC=C1)C (toluene). Conditions: time 30 minute. Product: COC1=CC=C2CC3=C(N(C=C3)CC(C)O)C2=C1 ((RS)-1-(7-methoxy-1,4-dihydro-indeno[1,2-b]pyrrol-1-yl)-propan-2-ol). The yield is 71.3%. RXN SMILES: O=[CH:2][CH2:3][CH:4]1[CH2:12][C:11]2[C:6](=[CH:7][C:8]([O:13][CH3:14])=[CH:9][CH:10]=2)[C:5]1=O.O.[NH2:17][CH2:18][CH:19]([OH:21])[CH3:20]>C1(C)C=CC=CC=1.C1(C)C=CC(S(O)(=O)=O)=CC=1>[CH3:14][O:13][C:8]1[CH:7]=[C:6]2[C:11]([CH2:12][C:4]3[CH:3]=[CH:2][N:17]([CH2:18][CH:19]([OH:21])[CH3:20])[C:5]=32)=[CH:10][CH:9]=1. Procedure: A solution of 2 g of (RS)-2-(2-oxoethyl)-6-methoxy-1-indanone and 80 mg of p-toluenesulfonic acid in 70 ml of anhydrous toluene was heated on a water separator. A solution of 2.94 g of (RS)-1-amino-2-propanol in 20 ml of anhydrous toluene was added dropwise to the boiling solution over a period of 5 minutes. Subsequently, the mixture was boiled for an additional 30 minutes, during which the solvent was reduced to a volume of 20 ml. The cooled reaction mixture was purified by column chromatograph... The reactants are BrC=1C=C(C=CC1)\C=N/S(=O)(=O)C(C)(C)C (2-methyl-propane-2-sulfonic acid 1-(3-bromo-phenyl)-meth-(Z)-ylideneamide), FCS(=O)(=O)C1=CC=CC=C1 ((fluoromethylsulfonyl)benzene), [Li+].C[Si](C)(C)[N-][Si](C)(C)C (LiHMDS). Run in C1CCOC1 (THF). Reaction conditions: temperature -78 celsius, time 40 minute. The product is C1(=CC=CC=C1)S(=O)(=O)C(\C(\C1=CC(=CC=C1)Br)=N/S(=O)(=O)C(C)(C)C)F (2-Methyl-propane-2-sulfonic acid [2-benzenesulfonyl-1-(3-bromo-phenyl)-2-fluoro-eth-(Z)-ylidene]-amide). As a reaction SMILES: [Br:1][C:2]1[CH:3]=[C:4](/[CH:8]=[N:9]\[S:10]([C:13]([CH3:16])([CH3:15])[CH3:14])(=[O:12])=[O:11])[CH:5]=[CH:6][CH:7]=1.[F:17][CH2:18][S:19]([C:22]1[CH:27]=[CH:26][CH:25]=[CH:24][CH:23]=1)(=[O:21])=[O:20].[Li+].C[Si]([N-][Si](C)(C)C)(C)C>C1COCC1>[C:22]1([S:19]([CH:18]([F:17])/[C:8](=[N:9]\[S:10]([C:13]([CH3:16])([CH3:15])[CH3:14])(=[O:12])=[O:11])/[C:4]2[CH:5]=[CH:6][CH:7]=[C:2]([Br:1])[CH:3]=2)(=[O:21])=[O:20])[CH:23]=[CH:24][CH:25]=[CH:26][CH:27]=1 |f:2.3|. Procedure: To a mixture of 2-methyl-propane-2-sulfonic acid 1-(3-bromo-phenyl)-meth-(Z)-ylideneamide (2.16 g, 7.49 mmol) and (fluoromethylsulfonyl)benzene (1.31 g, 7.49 mmol) in THF (50 mL), cooled to −78° C., was added LiHMDS (1M in THF; 7.87 mL, 7.87 mmol). The reaction mixture was stirred for 40 min at −78° C., followed by quenching saturated aqueous NH4Cl (10 mL) at −78° C. The mixture was extracted with EtOAc (3×), dried over Na2SO4, filtered and concentrated in vacuo. Purification by flash column chr...